From a dataset of the Open Reaction Database (ORD), a public repository of structured organic reaction records. describe an organic reaction: reactants, conditions, products, and yield Reactants: [N+](=O)([O-])C1=C(NC2=C(C3=C(S2)C=CC(=C3)C)C(=O)OC)C=CC=C1 (methyl 2-(2-nitroanilino)-5-methylbenzo[b]thiophene-3-carboxylate), [H][H] (hydrogen). Reagents/catalysts: [C].[Pd] (palladium-carbon). Run in C(C)(=O)OCC (ethyl acetate). Yields the product NC1=C(NC2=C(C3=C(S2)C=CC(=C3)C)C(=O)OC)C=CC=C1 (methyl 2-(2-aminoanilino)-5-methylbenzo[b]thiophene-3-carboxylate). Reaction SMILES: [N+:1]([C:4]1[CH:24]=[CH:23][CH:22]=[CH:21][C:5]=1[NH:6][C:7]1[S:11][C:10]2[CH:12]=[CH:13][C:14]([CH3:16])=[CH:15][C:9]=2[C:8]=1[C:17]([O:19][CH3:20])=[O:18])([O-])=O.[H][H]>[C].[Pd].C(OCC)(=O)C>[NH2:1][C:4]1[CH:24]=[CH:23][CH:22]=[CH:21][C:5]=1[NH:6][C:7]1[S:11][C:10]2[CH:12]=[CH:13][C:14]([CH3:16])=[CH:15][C:9]=2[C:8]=1[C:17]([O:19][CH3:20])=[O:18] |f:2.3|. Reported procedure: In the same manner as in Starting Material Synthesis Example 19 and using methyl 2-(2-nitroanilino)-5-methylbenzo[b]thiophene-3-carboxylate, ethyl acetate, 10% palladium-carbon and hydrogen (60 atm kg/cm2), methyl 2-(2-aminoanilino)-5-methylbenzo[b]thiophene-3-carboxylate is obtained. RXN SMILES: [CH:1]([O:14][C:15]([CH:17]1[CH2:21][C@@H:20]([C:22](=[O:24])[CH3:23])[CH:19]([C:25]2[CH:30]=[CH:29][C:28]([O:31][CH3:32])=[C:27]([O:33][CH2:34][CH2:35][CH2:36][O:37][CH3:38])[CH:26]=2)[NH:18]1)=[O:16])([C:8]1[CH:13]=[CH:12][CH:11]=[CH:10][CH:9]=1)[C:2]1[CH:7]=[CH:6][CH:5]=[CH:4][CH:3]=1.C(OC(=O)C/N=C/C1C=CC(OC)=C(OCCCOC)C=1)(C1C=CC=CC=1)C1C=CC=CC=1>>[CH:1]([O:14][C:15]([CH:17]1[CH2:21][C@H:20]([C:22](=[O:24])[CH3:23])[CH:19]([C:25]2[CH:30]=[CH:29][C:28]([O:31][CH3:32])=[C:27]([O:33][CH2:34][CH2:35][CH2:36][O:37][CH3:38])[CH:26]=2)[NH:18]1)=[O:16])([C:8]1[CH:13]=[CH:12][CH:11]=[CH:10][CH:9]=1)[C:2]1[CH:3]=[CH:4][CH:5]=[CH:6][CH:7]=1. Procedure details: In a similar fashion 4(R)-Acetyl-5-[4-methoxy-3-(3-methoxy-propoxy)-phenyl]-pyrrolidine-2-carboxylic acid benzhydryl ester, IVa is prepared as a racemate from {[1-[4-Methoxy-3-(3-methoxy-propoxy)-phenyl]-meth-(E)-ylidene]-amino}-acetic acid benzhydryl ester. 1H-NMR, δ CDCl3: 7.45-7.25 (10H, m, Ph), 7.01 (1H, Brs, NH), 6.80 (3H, m, Ph), 4.55 (1H, d, NCHCO), 4.10-4.03 (3H, m, CH2O), 3.45 (1H, q, CHCO), 3.35 (3H, s, MeO), 2.45 (1H, dd, CH), 2.35 (1H, dd, CH), 2.10-2.05 (5H, m, CH2+CH3), 1.65 (3H, s... Reactants: C(C1=CC=CC=C1)(C1=CC=CC=C1)OC(=O)C1NC([C@@H](C1)C(C)=O)C1=CC(=C(C=C1)OC)OCCCOC (4(R)-Acetyl-5-[4-methoxy-3-(3-methoxy-propoxy)-phenyl]-pyrrolidine-2-carboxylic acid benzhydryl ester), C(C1=CC=CC=C1)(C1=CC=CC=C1)OC(C/N=C/C1=CC(=C(C=C1)OC)OCCCOC)=O ({[1-[4-Methoxy-3-(3-methoxy-propoxy)-phenyl]-meth-(E)-ylidene]-amino}-acetic acid benzhydryl ester). Product: C(C1=CC=CC=C1)(C1=CC=CC=C1)OC(=O)C1NC([C@H](C1)C(C)=O)C1=CC(=C(C=C1)OC)OCCCOC (4(S)-Acetyl-5-[4-methoxy-3-(3-methoxy-propoxy)-phenyl]-pyrrolidine-2-carboxylic acid benzhydryl ester). The reactants are COC(C=C[C@@H](CC1=CC=C(C=C1)OCC1=CC=CC=C1)NC(=O)OC(C)(C)C)=O ((R)-5-(4-Benzyloxy-phenyl)-4-tert-butoxycarbonylamino-pent-2-enoic acid methyl ester). The solvent is C(=O)(C(F)(F)F)O (TFA). Run at time 10 minute. Yields the product COC(C=CC(CC1=CC=C(C=C1)OCC1=CC=CC=C1)N)=O (4-Amino-5-(4-benzyloxy-phenyl)-pent-2-enoic acid methyl ester). Yield: 98.1%. RXN SMILES: [CH3:1][O:2][C:3](=[O:30])[CH:4]=[CH:5][C@H:6]([NH:22]C(OC(C)(C)C)=O)[CH2:7][C:8]1[CH:13]=[CH:12][C:11]([O:14][CH2:15][C:16]2[CH:21]=[CH:20][CH:19]=[CH:18][CH:17]=2)=[CH:10][CH:9]=1>C(O)(C(F)(F)F)=O>[CH3:1][O:2][C:3](=[O:30])[CH:4]=[CH:5][CH:6]([NH2:22])[CH2:7][C:8]1[CH:13]=[CH:12][C:11]([O:14][CH2:15][C:16]2[CH:17]=[CH:18][CH:19]=[CH:20][CH:21]=2)=[CH:10][CH:9]=1. Procedure: (R)-5-(4-Benzyloxy-phenyl)-4-tert-butoxycarbonylamino-pent-2-enoic acid methyl ester (3.0 g, 0.0073 mol) was added to TFA (10 ml) at 0° C. with stirring. After 10 min, ice was added, and the mixture extracted into EtOAc. The extracts were washed with K2CO3 solution (20% w/v) and brine, dried with MgSO4, and evaporated to afford 2.23 g (98%) of the title compound. The reactants are [N+](=[N-])=CC(=O)OCC (ethyl diazoacetate), C=CCCCCCCCC (decene), C=CCCCCCCCC (decene). Reagents/catalysts: S(=O)(=O)([O-])[O-].[Cu+2] (copper sulfate). Reaction conditions: time 2 hour. Product: C(CCCCCCC)C1C(C1)C(=O)OCC (Ethyl 2-octylcyclopropanecarboxylate). Reaction SMILES: [N+](=[CH:3][C:4]([O:6][CH2:7][CH3:8])=[O:5])=[N-].[CH2:9]=[CH:10][CH2:11][CH2:12][CH2:13][CH2:14][CH2:15][CH2:16][CH2:17][CH3:18]>S([O-])([O-])(=O)=O.[Cu+2]>[CH2:11]([CH:10]1[CH2:9][CH:3]1[C:4]([O:6][CH2:7][CH3:8])=[O:5])[CH2:12][CH2:13][CH2:14][CH2:15][CH2:16][CH2:17][CH3:18] |f:2.3|. Reported procedure: A mixture of 60 g of ethyl diazoacetate and 100 g of decene was added drop-by-drop to a stirred suspension of 4 g of anhydrous copper sulfate in 700 g of decene, at 105° C. The addition required 1.5 hours. The mixture was stirred for an additional 2 hours, then filtered, and the filtrate was distilled, to give 1, as a liquid, bp: 107°-110° C. (0.1 Torr.). The reactants are CC(C)=CCO, COC(=O)c1cnn(-c2c(Cl)cc(Cl)cc2Cl)c1N. The product is CC(C)=CCOC(=O)c1cnn(-c2c(Cl)cc(Cl)cc2Cl)c1N. Reaction SMILES: [CH3:20][C:21](=[CH:22][CH2:23][OH:24])[CH3:25].[NH2:1][c:2]1[c:3]([C:16](=[O:17])[O:18][CH3:19])[cH:4][n:5][n:6]1-[c:7]1[c:8]([Cl:15])[cH:9][c:10]([Cl:14])[cH:11][c:12]1[Cl:13]>>[NH2:1][c:2]1[c:3]([C:16](=[O:17])[O:18][CH2:19][CH:20]=[C:21]([CH3:22])[CH3:25])[cH:4][n:5][n:6]1-[c:7]1[c:8]([Cl:15])[cH:9][c:10]([Cl:14])[cH:11][c:12]1[Cl:13]. The solvent is CC(=O)C (acetone). Starting materials: BrC=1C=C(C#N)C=CC1O (3-bromo-4-hydroxy-benzonitrile), alkyl bromide, C([O-])([O-])=O.[K+].[K+] (potassium carbonate), [I-].[K+] (potassium iodide), CCOC(=O)C (EtOAc). Procedure: Mix 3-bromo-4-hydroxy-benzonitrile (1.520 g, 8.0 mmol), alkyl bromide (1.161 g, 9.6 mmol), potassium carbonate (3.317 g, 24 mmol) and potassium iodide (133 mg, 0.1 mmol) in acetone (80 mL). Heat the mixture to reflux for 12 h. Cool to ambient temperature, add EtOAc, wash the organic layer with water, and extract the aqueous layer twice with EtOAc. Dry the combined organic extracts over Na2SO4, filter and concentrate. Purify by chromatography on silica gel eluting with EtOAc/hexane (1:8) to obtai... The product is C(C=C)OC1=C(C=C(C#N)C=C1)Br (4-Allyloxy-3-bromo-benzonitrile). Reaction SMILES: [Br:1][C:2]1[CH:3]=[C:4]([CH:7]=[CH:8][C:9]=1[OH:10])[C:5]#[N:6].[C:11](=O)([O-])[O-].[K+].[K+].[I-].[K+].CCO[C:22]([CH3:24])=O>CC(C)=O>[CH2:11]([O:10][C:9]1[CH:8]=[CH:7][C:4]([C:5]#[N:6])=[CH:3][C:2]=1[Br:1])[CH:22]=[CH2:24] |f:1.2.3,4.5|. The solvent is CC(=O)C (acetone). Procedure: A mixture of 2-bromo-1-hydroxy-3-oxo-1-butene (9.61 g) and N-[(thiocarbamoyl)methyl]acetamide (7.70 g) in acetone (100 ml) was refluxed for one hour with stirring. The resulting precipitate was collected by filtration and chromatographed on silica gel eluting with a mixture of chloroform and methanol (20:1, V/V) to give 5-acetyl-2-(acetylaminomethyl)thiazole (3.48 g). Product: C(C)(=O)C1=CN=C(S1)CNC(C)=O (5-acetyl-2-(acetylaminomethyl)thiazole). Isolated yield 30.1%. Starting materials: BrC(=CO)C(C)=O (2-bromo-1-hydroxy-3-oxo-1-butene), C(N)(=S)CNC(C)=O (N-[(thiocarbamoyl)methyl]acetamide). Reaction SMILES: Br[C:2]([C:5](=[O:7])[CH3:6])=[CH:3]O.[C:8]([CH2:11][NH:12][C:13](=[O:15])[CH3:14])(=[S:10])[NH2:9]>CC(C)=O>[C:5]([C:2]1[S:10][C:8]([CH2:11][NH:12][C:13](=[O:15])[CH3:14])=[N:9][CH:3]=1)(=[O:7])[CH3:6].